This data is from the Open Reaction Database (ORD), a public repository of structured organic reaction records. The task is: describe an organic reaction: reactants, conditions, products, and yield Starting materials: CC1=CC2=C(SC=C2C(C(=O)OC)=COC)C=C1 (methyl α-(5-methyl-3-benzo[b]thienyl)-β-methoxyacrylate), BrN1C(CCC1=O)=O (N-bromosuccinimide), N(=NC(C#N)(C)C)C(C#N)(C)C (azodiisobutyronitrile). Solvent: C(Cl)(Cl)(Cl)Cl (carbon tetrachloride). Product: BrCC1=CC2=C(SC=C2C(C(=O)OC)=COC)C=C1 (methyl α-(5-bromomethyl-3-benzo[b]thienyl)-β-methoxyacrylate). As a reaction SMILES: [CH3:1][C:2]1[CH:18]=[CH:17][C:5]2[S:6][CH:7]=[C:8]([C:9](=[CH:14][O:15][CH3:16])[C:10]([O:12][CH3:13])=[O:11])[C:4]=2[CH:3]=1.[Br:19]N1C(=O)CCC1=O.N(C(C)(C)C#N)=NC(C)(C)C#N>C(Cl)(Cl)(Cl)Cl>[Br:19][CH2:1][C:2]1[CH:18]=[CH:17][C:5]2[S:6][CH:7]=[C:8]([C:9](=[CH:14][O:15][CH3:16])[C:10]([O:12][CH3:13])=[O:11])[C:4]=2[CH:3]=1. Reported procedure: A mixture of 71 g of methyl α-(5-methyl-3-benzo[b]thienyl)-β-methoxyacrylate (see Example 1 ), 57.8 g of N-bromosuccinimide, 1.1 g of azodiisobutyronitrile and 720 ml of carbon tetrachloride is refluxed for 75 minutes. The mixture is cooled to room temperature and filtered, and the filtrate is then concentrated under reduced pressure, and the yellow oil which remains is purified by chromatography on silica gel using diethyl ether/n-hexane (1:1). The crude product is crystallized from methylene c... The reactants are NC1=CC2=C(C(=C(O2)C=2C=NC(=CC2)OC2=CC=C(C=C2)F)C(=O)NC)C=C1Br (6-amino-5-bromo-2-(6-(4-fluorophenoxy)pyridin-3-yl)-N-methylbenzofuran-3-carboxamide), CS(=O)(=O)Cl (MsCl). Reagents/catalysts: CN(C)C=1C=CN=CC1 (DMAP). Solvent: N1=CC=CC=C1 (Pyridine). Run at temperature 20 celsius, time 15 hour. Product: BrC=1C(=CC2=C(C(=C(O2)C=2C=NC(=CC2)OC2=CC=C(C=C2)F)C(=O)NC)C1)NS(=O)(=O)C (5-bromo-2-(6-(4-fluorophenoxy)pyridin-3-yl)-N-methyl-6-(methylsulfonamido)benzofuran-3-carboxamide). The yield is 85.1%. As a reaction SMILES: [NH2:1][C:2]1[C:28]([Br:29])=[CH:27][C:5]2[C:6]([C:23]([NH:25][CH3:26])=[O:24])=[C:7]([C:9]3[CH:10]=[N:11][C:12]([O:15][C:16]4[CH:21]=[CH:20][C:19]([F:22])=[CH:18][CH:17]=4)=[CH:13][CH:14]=3)[O:8][C:4]=2[CH:3]=1.[CH3:30][S:31](Cl)(=[O:33])=[O:32]>CN(C1C=CN=CC=1)C.N1C=CC=CC=1>[Br:29][C:28]1[C:2]([NH:1][S:31]([CH3:30])(=[O:33])=[O:32])=[CH:3][C:4]2[O:8][C:7]([C:9]3[CH:10]=[N:11][C:12]([O:15][C:16]4[CH:17]=[CH:18][C:19]([F:22])=[CH:20][CH:21]=4)=[CH:13][CH:14]=3)=[C:6]([C:23]([NH:25][CH3:26])=[O:24])[C:5]=2[CH:27]=1. Reported procedure: To a degassed solution of 6-amino-5-bromo-2-(6-(4-fluorophenoxy)pyridin-3-yl)-N-methylbenzofuran-3-carboxamide (100 mg, 0.22 mmol) and DMAP (10 mg, 0.02 mmol) in Pyridine (5 ml) under N2 was added MsCl (32 mg, 0.38 mmol) at 0° C. Then it was stirred at 20° C. for 15 h. The reaction mixture was concentrated and extracted with DCM. After it was washed with brine, dried over Na2SO4 and concentrated, the residue was purified by prep-TLC to give 5-bromo-2-(6-(4-fluorophenoxy)pyridin-3-yl)-N-methyl-6-... Starting materials: Cl (hydrochloric acid), C(C1=CC=CC=C1)OC1OC2=C(NC1=O)C=CC=C2C(C(O)OCC)=O (benzyloxy-8-(2-ethoxy-2-hydroxyacetyl)-4H-benzo[1,4]oxazin-3-one), C(C)(C)C1=CC=C(C=C1)CC(C)(C)N (2-(4-isopropylphenyl)-1,1-dimethylethylamine), [BH4-].[Na+] (sodium borohydride), N (ammonia). Solvent: O (water), C(C)(=O)OCC (ethyl acetate), CC(=O)C (acetone), C(C)O (ethanol). Run at time 1 hour. Product: C(C1=CC=CC=C1)OC=1C=C(C2=C(NC(CO2)=O)C1)C(CNC(CC1=CC=C(C=C1)C(C)C)(C)C)O (6-benzyloxy-8-{1-hydroxy-2-[2-(4-isopropylphenyl)-1,1-dimethylethylamino]ethyl}-4H-benzo[1,4]oxazin-3-one). As a reaction SMILES: C(O[CH:9]1[C:14](=[O:15])[NH:13][C:12]2[CH:16]=[CH:17][CH:18]=[C:19]([C:20](=[O:26])[CH:21](OCC)O)[C:11]=2[O:10]1)C1C=CC=CC=1.[CH:27]([C:30]1[CH:35]=[CH:34][C:33]([CH2:36][C:37]([NH2:40])([CH3:39])[CH3:38])=[CH:32][CH:31]=1)([CH3:29])[CH3:28].[BH4-].[Na+].Cl.N>C(O)C.CC(C)=O.C(OCC)(=O)C.O>[CH2:20]([O:26][C:17]1[CH:18]=[C:19]([CH:20]([OH:26])[CH2:21][NH:40][C:37]([CH3:38])([CH3:39])[CH2:36][C:33]2[CH:32]=[CH:31][C:30]([CH:27]([CH3:29])[CH3:28])=[CH:35][CH:34]=2)[C:11]2[O:10][CH2:9][C:14](=[O:15])[NH:13][C:12]=2[CH:16]=1)[C:19]1[CH:11]=[CH:12][CH:16]=[CH:17][CH:18]=1 |f:2.3|. Procedure: 2.18 g (6.1 mmol) of benzyloxy-8-(2-ethoxy-2-hydroxyacetyl)-4H-benzo[1,4]oxazin-3-one and 1.1 g (5.8 mmol) of 2-(4-isopropylphenyl)-1,1-dimethylethylamine are stirred in 40 mL ethanol at 50° C.-80° C. for one hour. After cooling to ambient temperature, 0.24 g (6.3 mmol) sodium borohydride is added. The mixture is stirred for one hour, diluted with 5 mL acetone, and stirred for a further 30 minutes. The reaction mixture is acidified with hydrochloric acid, combined with 100 mL water and 80 mL eth... The reactants are CC1(OC=2C(C1)=C(C=CC2)CO)C (2,2-Dimethyl-2,3-dihydro-benzofuran-4-methanol), CS(=O)C (DMSO), C(C(=O)Cl)(=O)Cl (oxalyl chloride). The solvent is C(C)N(CC)CC (triethyl amine). Yields the product CC1(OC=2C(C1)=C(C=CC2)C=O)C (2,2-Dimethyl-2,3-dihydro-benzofuran-4-carboxaldehyde). Yield: 122.8%. RXN SMILES: [CH3:1][C:2]1([CH3:13])[CH2:6][C:5]2=[C:7]([CH2:11][OH:12])[CH:8]=[CH:9][CH:10]=[C:4]2[O:3]1.CS(C)=O.C(Cl)(=O)C(Cl)=O>C(N(CC)CC)C>[CH3:1][C:2]1([CH3:13])[CH2:6][C:5]2=[C:7]([CH:11]=[O:12])[CH:8]=[CH:9][CH:10]=[C:4]2[O:3]1. Procedure details: 2,2-Dimethyl-2,3-dihydro-benzofuran-4-methanol (7.35 g, 41 mmol) was oxidized using DMSO, oxalyl chloride, and triethyl amine similar to the above procedures to give the product as a clear oil (8.87 g, 100%). The reactants are CC12CCC(OC(=O)C(F)(F)F)CC1CCC1C2CCC2(C)C(OC(=O)C(F)(F)F)CCC12, O=C([O-])C(F)(F)F, FOC(F)(F)F, FC(Cl)(Cl)Cl, [Na+], O=[N+]([O-])c1ccccc1. Product: CC12CCC3(F)C(CCC4CC(OC(=O)C(F)(F)F)CCC43C)C1CCC2OC(=O)C(F)(F)F. Reaction SMILES: [F:1][C:2]([C:3](=[O:4])[O:5][CH:6]1[CH2:7][CH:8]2[CH2:9][CH2:10][CH:11]3[CH:12]4[CH2:13][CH2:14][CH:15]([O:25][C:26]([C:27]([F:28])([F:29])[F:30])=[O:31])[C:16]4([CH3:17])[CH2:18][CH2:19][CH:20]3[C:21]2([CH3:24])[CH2:22][CH2:23]1)([F:32])[F:33].[F:43][C:44]([F:45])([F:46])[C:47]([O-:48])=[O:49].[F:51][O:52][C:53]([F:54])([F:55])[F:56].[F:57][C:58]([Cl:59])([Cl:60])[Cl:61].[Na+:50].[O-:34][N+:35]([c:36]1[cH:37][cH:38][cH:39][cH:40][cH:41]1)=[O:42]>>[F:1][C:2]([C:3](=[O:4])[O:5][CH:6]1[CH2:7][CH:8]2[CH2:9][CH2:10][CH:11]3[CH:12]4[CH2:13][CH2:14][CH:15]([O:25][C:26]([C:27]([F:28])([F:29])[F:30])=[O:31])[C:16]4([CH3:17])[CH2:18][CH2:19][C:20]3([F:43])[C:21]2([CH3:24])[CH2:22][CH2:23]1)([F:32])[F:33]. The reactants are COCOCc1cc(F)ccc1Br, [Li]C(C)(C)C, C1CCOC1, CCCCC, C=CB(O)O, Cl, O. The product is C=CB1OCc2cc(F)ccc21. Reaction SMILES: [Br:1][c:2]1[c:3]([CH2:9][O:10][CH2:11][O:12][CH3:13])[cH:4][c:5]([F:8])[cH:6][cH:7]1.[C:14]([Li:15])([CH3:16])([CH3:17])[CH3:18].[CH2:25]1[O:26][CH2:27][CH2:28][CH2:29]1.[CH3:30][CH2:31][CH2:32][CH2:33][CH3:34].[CH:19](=[CH2:20])[B:21]([OH:22])[OH:23].[ClH:24].[OH2:35]>>[c:2]12[c:3]([cH:4][c:5]([F:8])[cH:6][cH:7]1)[CH2:9][O:10][B:21]2[CH:19]=[CH2:20]. The reactants are N1=C(C=CC2=CC=CC=C12)N1CCN(CC1)C(CCC(=O)NC1=C(C(=O)O)C=CC=C1)C (2-[4-(4-quinolin-2-ylpiperazin-1-yl)-pentanoylamino]benzoic acid), C(C)(=O)OC(C)=O (acetic anhydride). Run at temperature 80 celsius. Product: N1=C(C=CC2=CC=CC=C12)N1CCN(CC1)CCCCC1=NC2=C(C(O1)=O)C=CC=C2 (2-[4-(4-quinolin-2-ylpiperazin-1-yl)butyl]-3,1-benzoxazin-4-one). Yield: 201.4%. Reaction SMILES: [N:1]1[C:10]2[C:5](=[CH:6][CH:7]=[CH:8][CH:9]=2)[CH:4]=[CH:3][C:2]=1[N:11]1[CH2:16][CH2:15][N:14]([CH:17](C)[CH2:18][CH2:19]C(NC2C=CC=CC=2C(O)=O)=O)[CH2:13][CH2:12]1.[C:33]([O:36][C:37](=O)[CH3:38])(=[O:35])[CH3:34]>>[N:1]1[C:10]2[C:5](=[CH:6][CH:7]=[CH:8][CH:9]=2)[CH:4]=[CH:3][C:2]=1[N:11]1[CH2:12][CH2:13][N:14]([CH2:17][CH2:18][CH2:19][CH2:38][C:37]2[O:36][C:33](=[O:35])[C:34]3[CH:6]=[CH:5][CH:4]=[CH:3][C:2]=3[N:1]=2)[CH2:15][CH2:16]1. Procedure: A mixture of 4.32 g of 2-[4-(4-quinolin-2-ylpiperazin-1-yl)-pentanoylamino]benzoic acid as synthesized in above Step 7-15-A and 3.06 g of acetic anhydride was stirred at 80° C. for an hour, and the solvent was distilled off under reduced pressure to provide 4.17 g (100%) of 2-[4-(4-quinolin-2-ylpiperazin-1-yl)butyl]-3,1-benzoxazin-4-one. The reactants are C1(CC1)[Mg]Br (Cyclopropylmagnesium bromide), ClC=1C=CC(=C2N3C(=NC21)N(CCC3)C=3C(=NC(=NC3C)OC)C)C(=O)OC (methyl 9-chloro-1-(2-methoxy-4,6-dimethylpyrimidin-5-yl)-1,2,3,4-tetrahydropyrimido[1,2-a]benzimidazole-6-carboxylate), O1CCCC1 (tetrahydrofuran). Conditions: temperature 60 celsius, time 3 hour. Yields the product ClC1=CC=C(C=2N3C(=NC21)N(CCC3)C=3C(=NC(=NC3C)OC)C)C(O)(C3CC3)C3CC3 ([9-Chloro-1-(2-methoxy-4,6-dimethylpyrimidin-5-yl)-1,2,3,4-tetrahydropyrimido[1,2-a]benzimidazol-6-yl](dicyclopropyl)methanol). The yield is 38.0%. As a reaction SMILES: [CH:1]1([Mg]Br)[CH2:3][CH2:2]1.[Cl:6][C:7]1[CH:8]=[CH:9][C:10]([C:30](OC)=[O:31])=[C:11]2[C:15]=1[N:14]=[C:13]1[N:16]([C:20]3[C:21]([CH3:29])=[N:22][C:23]([O:27][CH3:28])=[N:24][C:25]=3[CH3:26])[CH2:17][CH2:18][CH2:19][N:12]21.O1[CH2:38][CH2:37][CH2:36]C1>>[Cl:6][C:7]1[C:15]2[N:14]=[C:13]3[N:16]([C:20]4[C:25]([CH3:26])=[N:24][C:23]([O:27][CH3:28])=[N:22][C:21]=4[CH3:29])[CH2:17][CH2:18][CH2:19][N:12]3[C:11]=2[C:10]([C:30]([CH:36]2[CH2:37][CH2:38]2)([CH:1]2[CH2:3][CH2:2]2)[OH:31])=[CH:9][CH:8]=1. Procedure: Cyclopropylmagnesium bromide (1.0 M solution in tetrahydrofuran, 1.84 mL, 1.84 mmol) was added to a stirred solution of methyl 9-chloro-1-(2-methoxy-4,6-dimethylpyrimidin-5-yl)-1,2,3,4-tetrahydropyrimido[1,2-a]benzimidazole-6-carboxylate (185 mg, 0.460 mmol) in tetrahydrofuran (2.3 mL), and the mixture was stirred at 60° C. for 3 hr. The reaction was quenched by aqueous saturated ammonium chloride, and the mixture was extracted with ethyl acetate. The combined organic layer was washed with brine... The reactants are CCCP(=O)(O)O, COc1ccc2cccc(C(=O)C(=O)O)c2c1, CC#N, CC(C)NC(C)C, [Cl-], [NH4+]. The product is COc1ccc2cccc(C(=O)C(N)=O)c2c1. RXN SMILES: [CH2:18]([P:19]([OH:20])([OH:21])=[O:22])[CH2:23][CH3:24].[CH3:1][O:2][c:3]1[cH:4][cH:5][c:6]2[cH:7][cH:8][cH:9][c:10]([C:13]([C:14](=[O:15])[OH:16])=[O:17])[c:11]2[cH:12]1.[CH3:34][C:35]#[N:36].[CH:27]([NH:30][CH:28]([CH3:29])[CH3:31])([CH3:32])[CH3:33].[Cl-:25].[NH4+:26]>>[CH3:1][O:2][c:3]1[cH:4][cH:5][c:6]2[cH:7][cH:8][cH:9][c:10]([C:13]([C:14](=[O:15])[NH2:30])=[O:17])[c:11]2[cH:12]1.